Dataset: the Open Reaction Database (ORD), a public repository of structured organic reaction records. Task: describe an organic reaction: reactants, conditions, products, and yield Reactants: Cl (hydrogen chloride), C(C)(C)(C)OC(=O)N[C@H](C(=O)N[C@H](C(CSCC1=CC=CO1)=O)CCCC)CC(C)C ((s)-3-((s)-2-tert-butoxycarbonylamino-4-methylvalerylamino)-1-furfurylthio-2-heptanone), CCCCCC (hexane). Run in C(C)(=O)OCC (ethyl acetate), C(C)(=O)OCC (ethyl acetate). Reaction conditions: time 50 minute. Yields the product Cl.N[C@H](C(=O)N[C@H](C(CSCC1=CC=CO1)=O)CCCC)CC(C)C ((s)-3-((s)-2-amino-4-methylvalerylamino)-1-furfurylthio-2-heptanone hydrochloride). The yield is 59.0%. RXN SMILES: C(OC([NH:8][C@@H:9]([CH2:28][CH:29]([CH3:31])[CH3:30])[C:10]([NH:12][C@@H:13]([CH2:24][CH2:25][CH2:26][CH3:27])[C:14](=[O:23])[CH2:15][S:16][CH2:17][C:18]1[O:22][CH:21]=[CH:20][CH:19]=1)=[O:11])=O)(C)(C)C.[ClH:32].CCCCCC>C(OCC)(=O)C>[ClH:32].[NH2:8][C@@H:9]([CH2:28][CH:29]([CH3:30])[CH3:31])[C:10]([NH:12][C@@H:13]([CH2:24][CH2:25][CH2:26][CH3:27])[C:14](=[O:23])[CH2:15][S:16][CH2:17][C:18]1[O:22][CH:21]=[CH:20][CH:19]=1)=[O:11] |f:4.5|. Procedure details: (s)-3-((s)-2-tert-Butoxycarbonylamino-4-methylvalerylamino)-1-furfurylthio-2-heptanone (8.47 g) obtained in Example 1 was dissolved in ethyl acetate (25 ml), and 4N hydrogen chloride-containing ethyl acetate solution (25 ml) was added to the solution. After the mixture was stirred at room temperature for 50 minutes, hexane (50 ml) was added to the mixture. Then, the resultant crystals were filtered, and washed with hexane to give the titled product (4.31 g). Starting materials: [Li]CCCC, ClCCl, C=C(OC)C(CC=CC)C(C)=O, CCCCCC, CCOCC, C1CCOC1. The product is C=C(OC)C(CC=CC)C1(C)OC1Cl. Reaction SMILES: [CH2:1]([Li:2])[CH2:3][CH2:4][CH3:5].[CH2:6]([Cl:7])[Cl:8].[CH3:14][O:15][C:16](=[CH2:17])[CH:18]([CH2:19][CH:20]=[CH:21][CH3:22])[C:23]([CH3:24])=[O:25].[CH3:26][CH2:27][CH2:28][CH2:29][CH2:30][CH3:31].[CH3:9][CH2:10][O:11][CH2:12][CH3:13].[O:32]1[CH2:33][CH2:34][CH2:35][CH2:36]1>>[CH:6]1([Cl:8])[C:23]([CH:18]([C:16]([O:15][CH3:14])=[CH2:17])[CH2:19][CH:20]=[CH:21][CH3:22])([CH3:24])[O:25]1.